Dataset: the Open Reaction Database (ORD), a public repository of structured organic reaction records. Task: describe an organic reaction: reactants, conditions, products, and yield Product: Cl[Si](C(C)C)(CC(CC(CC(C)(C)C)(C)C)C)Cl (Dichloro(2,4,4,6,6-Pentamethylheptyl)Iso-propylsilane). Procedure: 137.8 g trichloro(2,4,4,6,6-pentamethylheptyl)silane, prepared according to example 7, were dissolved in toluene and heated to 100° C. under argon. By means of a dropping funnel were added 220 ml isopropylmagnesium chloride as a 2 molar solution in THF were added to this solution within 1 h. Subsequently the THF was distilled off by means of a column and the reaction mixture was stirred at 100° C. for 20 h. Filtration was carried out for separating the precipitated solid and the product was isol... Solvent: C1CCOC1 (THF), C1(=CC=CC=C1)C (toluene). Run at temperature 100 celsius, time 20 hour. As a reaction SMILES: Cl[Si:2]([Cl:16])([Cl:15])[CH2:3][CH:4]([CH3:14])[CH2:5][C:6]([CH3:13])([CH3:12])[CH2:7][C:8]([CH3:11])([CH3:10])[CH3:9].[CH:17]([Mg]Cl)([CH3:19])[CH3:18]>C1(C)C=CC=CC=1.C1COCC1>[Cl:16][Si:2]([Cl:15])([CH2:3][CH:4]([CH3:14])[CH2:5][C:6]([CH3:12])([CH3:13])[CH2:7][C:8]([CH3:9])([CH3:10])[CH3:11])[CH:17]([CH3:19])[CH3:18]. The reactants are C(C)(C)[Mg]Cl (isopropylmagnesium chloride), solution, Cl[Si](CC(CC(CC(C)(C)C)(C)C)C)(Cl)Cl (trichloro(2,4,4,6,6-pentamethylheptyl)silane). Reactants: ON1C(CCC1=O)=O.OC(=O)CCCC[C@@H]1SC[C@@H]2NC(=O)N[C@H]12 (biotin-N-hydroxysuccinimide), C(C(CO)(CO)N)O.Cl (Tris-HCl), SCCN (2-mercaptoethylamine), C(CN(CC(=O)O)CC(=O)O)N(CC(=O)O)CC(=O)O (EDTA). Solvent: CN(C=O)C (N,N-dimethylformamide), P(=O)([O-])([O-])[O-].[Na+].[Na+].[Na+] (sodium phosphate). Conditions: time 30 minute. Product: C(CCCC[C@@H]1SC[C@@H]2NC(=O)N[C@H]12)(=O)NCCS (N-biotinyl-2-mercaptoethylamine). Reaction SMILES: ON1C(=O)CCC1=O.O[C:10]([CH2:12][CH2:13][CH2:14][CH2:15][C@H:16]1[C@@H:24]2[C@@H:19]([NH:20][C:21]([NH:23]2)=[O:22])[CH2:18][S:17]1)=[O:11].[SH:25][CH2:26][CH2:27][NH2:28].C(N(CC(O)=O)CC(O)=O)CN(CC(O)=O)CC(O)=O.C(O)C(N)(CO)CO.Cl>CN(C)C=O.P([O-])([O-])([O-])=O.[Na+].[Na+].[Na+]>[C:10]([NH:28][CH2:27][CH2:26][SH:25])(=[O:11])[CH2:12][CH2:13][CH2:14][CH2:15][C@H:16]1[C@@H:24]2[C@@H:19]([NH:20][C:21]([NH:23]2)=[O:22])[CH2:18][S:17]1 |f:0.1,4.5,7.8.9.10|. Procedure details: An aliquot (0.1 ml) of 44 mM biotin-N-hydroxysuccinimide (Zymed Laboratories, Inc., San Francisco, Calif.) in N,N-dimethylformamide was incubated with 1.0 ml of 4.4 mM 2-mercaptoethylamine in 0.1M sodium phosphate buffer, pH 7.0, containing 5 mM EDTA, at 30° C. for 30 minutes, and 0.1 ml of 1M Tris-HCl buffer, pH 7.0, was added. The reactants are [H-].[Na+] (sodium hydride), Cl (hydrochloric acid), C(C)(=O)C1=C(C(=CC(=C1)Cl)C)O (2-Acetyl-4-chloro-6-methylphenol), C1(CCCCC1)C(=O)OC (methyl cyclohexanecarboxylate). The solvent is C1(=CC=CC=C1)C (toluene), O (water). The product is ClC=1C=C(C(=C(C1)C(CC(=O)C1CCCCC1)=O)O)C (1-(5-Chloro-2-hydorxy-3-methylphenyl)-3-cyclohexyl-1,3-propanedione). RXN SMILES: [C:1]([C:4]1[CH:9]=[C:8]([Cl:10])[CH:7]=[C:6]([CH3:11])[C:5]=1[OH:12])(=[O:3])[CH3:2].[CH:13]1([C:19](OC)=[O:20])[CH2:18][CH2:17][CH2:16][CH2:15][CH2:14]1.[H-].[Na+].Cl>C1(C)C=CC=CC=1.O>[Cl:10][C:8]1[CH:7]=[C:6]([CH3:11])[C:5]([OH:12])=[C:4]([C:1](=[O:3])[CH2:2][C:19]([CH:13]2[CH2:18][CH2:17][CH2:16][CH2:15][CH2:14]2)=[O:20])[CH:9]=1 |f:2.3|. Procedure details: 2-Acetyl-4-chloro-6-methylphenol (1.84 g) and methyl cyclohexanecarboxylate (1.7 g) were dissolved in toluene (36 ml) and to the solution was added 60% sodium hydride (0.96 g). Then, the mixture was heated under reflux for 16 hours. The mixture was poured into cold water. Diluted hydrochloric acid was added and crystals precipitated were filtered and recrystallized from methanol to obtain the title compound, yield 1.54 g (52.2%). The melting point and IR and NMR spectra were identical with those... Starting materials: OC12CC3CC(CC(C3)C1)C2, Brc1ccc2c(c1)OCO2, ClCCl, O=S(=O)(O)O. Product: Brc1cc2c(c(C34CC5CC(CC(C5)C3)C4)c1)OCO2. As a reaction SMILES: [C:11]12([OH:21])[CH2:12][CH:13]3[CH2:14][CH:15]([CH2:16][CH:17]([CH2:18]1)[CH2:19]3)[CH2:20]2.[CH2:1]1[O:2][c:3]2[cH:4][c:5]([Br:10])[cH:6][cH:7][c:8]2[O:9]1.[Cl:27][CH2:28][Cl:29].[S:22](=[O:23])(=[O:24])([OH:25])[OH:26]>>[CH2:1]1[O:2][c:3]2[cH:4][c:5]([Br:10])[cH:6][c:7]([C:11]34[CH2:12][CH:13]5[CH2:14][CH:15]([CH2:16][CH:17]([CH2:18]3)[CH2:19]5)[CH2:20]4)[c:8]2[O:9]1. Reactants: CN1CCCNC(=O)C1, [Cu]I, Nc1ccc(I)cc1, [K+], [K+], [K+], NC1CCCCC1N, C1COCCO1, O=P([O-])([O-])[O-]. Yields the product CN1CCCN(c2ccc(N)cc2)C(=O)C1. As a reaction SMILES: [CH3:9][N:10]1[CH2:11][C:12](=[O:17])[NH:13][CH2:14][CH2:15][CH2:16]1.[Cu:40][I:41].[I:1][c:2]1[cH:3][cH:4][c:5]([NH2:6])[cH:7][cH:8]1.[K+:23].[K+:24].[K+:25].[NH2:26][CH:27]1[CH2:28][CH2:29][CH2:30][CH2:31][CH:32]1[NH2:33].[O:34]1[CH2:35][CH2:36][O:37][CH2:38][CH2:39]1.[P:18]([O-:19])([O-:20])([O-:21])=[O:22]>>[c:2]1([N:13]2[C:12](=[O:17])[CH2:11][N:10]([CH3:9])[CH2:16][CH2:15][CH2:14]2)[cH:3][cH:4][c:5]([NH2:6])[cH:7][cH:8]1. The solvent is C(C)#N (acetonitrile). The product is C[C@]12CC[C@H]3[C@H]([C@@H]1CCC2=O)CC(=O)C4=C3C=CC(=C4)O.C(C)(C)OC(C)C (6-oxoestrone isopropyl Ether). Procedure: Iodine (7.61 g, 30 mmol) and 19-nor-4-androstene-3,17-dione (2.72 g, 10 mmol) were dissolved in a mixture of acetonitrile (75 mL) and isopropanol (75 mL), to thereby form a reaction mixture. The reaction mixture was stirred for two hours while oxygen was introduced (50 mL/min) thereto under cooling in an ice-bath. The resultant mixture was maintained at room temperature, and after stirring of the mixture for a further 1.5 hours, introduction of oxygen was stopped and the mixture was refluxed for... Yield: 40.0%. Reaction SMILES: II.[CH3:3][C@@:4]12[C:12](=[O:13])[CH2:11][CH2:10][C@H:9]1[C@@H:8]1[CH2:14][CH2:15][C:16]3[C@@H:22]([C@H:7]1[CH2:6][CH2:5]2)[CH2:21][CH2:20][C:18](=[O:19])[CH:17]=3.O=O.S([O-])([O-])(=[O:27])=S.[Na+].[Na+].[CH:32]([OH:35])([CH3:34])[CH3:33]>C(#N)C>[CH3:3][C@@:4]12[C:12](=[O:13])[CH2:11][CH2:10][C@H:9]1[C@@H:8]1[CH2:14][C:15]([C:16]3[CH:17]=[C:18]([OH:19])[CH:20]=[CH:21][C:22]=3[C@H:7]1[CH2:6][CH2:5]2)=[O:27].[CH:32]([O:35][CH:4]([CH3:5])[CH3:3])([CH3:34])[CH3:33] |f:3.4.5,8.9|. Starting materials: II (Iodine), C[C@]12CC[C@H]3[C@H]([C@@H]1CCC2=O)CCC4=CC(=O)CC[C@H]34 (19-nor-4-androstene-3,17-dione), C(C)(C)O (isopropanol), resultant mixture, O=O (oxygen), O=O (oxygen), S(=S)(=O)([O-])[O-].[Na+].[Na+] (sodium thiosulfate). Reaction conditions: time 1.5 hour. Reactants: FC=1C=C2C(C(N(C2=CC1)CC1=CC=CC=C1)=O)=O (5-fluoro-N-benzylisatin), CCOCC (Et2O). Solvent: CCCCCC (hexane). The product is C(C1=CC=CC=C1)N1C(CC2=CC(=CC=C12)F)=O (1-Benzyl-5-fluoroindolin-2-one). Isolated yield 75.2%. As a reaction SMILES: [F:1][C:2]1[CH:3]=[C:4]2[C:8](=[CH:9][CH:10]=1)[N:7]([CH2:11][C:12]1[CH:17]=[CH:16][CH:15]=[CH:14][CH:13]=1)[C:6](=[O:18])[C:5]2=O.CCOCC>CCCCCC>[CH2:11]([N:7]1[C:8]2[C:4](=[CH:3][C:2]([F:1])=[CH:10][CH:9]=2)[CH2:5][C:6]1=[O:18])[C:12]1[CH:17]=[CH:16][CH:15]=[CH:14][CH:13]=1. Reported procedure: In a manner similar to the method of N-benzylisatin, 5-fluoroisatin (10.0 g, 60.5 mmol) yielded 5-fluoro-N-benzylisatin as an orange red powder (14.5 g, 93%). The crude product was used for the next step without purification. 1H NMR (400 MHz, CDCl3) δ7.33-7.21 (m, 5H), 6.95 (d, J=7.6 Hz, 1H), 6.84 (t, 1H), 6.60 (m, 1H), 4.89 (s, 2H); MS ESI 255.9 [M+H]+, calcd for [C15H10FNO2+H]+ 255.07. The title compound was prepared in a manner similar to the method of N-Benzyl-oxindole using 5-fluoro-N-benzy... Reactants: C(C)(C)(C)OC([C@H](C(C)C)NS(=O)(=O)C1=CC=C(C=C1)C1=CC=C(C=C1)NC(=O)C=1OC2=C(N1)C=C(C=C2)C)=O ((S)-3-methyl-2-{4′-[(5-methyl-benzooxazole-2-carbonyl)-amino]-biphenyl-4-sulfonylamino}-butyric acid tert-butyl ester), C(=O)(C(F)(F)F)O.C(Cl)Cl (TFA CH2Cl2). Reaction conditions: time 3 hour. Yields the product CC([C@@H](C(=O)O)NS(=O)(=O)C1=CC=C(C=C1)C1=CC=C(C=C1)NC(=O)C=1OC2=C(N1)C=C(C=C2)C)C ((S)-3-methyl-2-{4′-[(5-methyl-benzooxazole-2-carbonyl)-amino]-biphenyl-4-sulfonylamino}-butyric acid). The yield is 51.8%. As a reaction SMILES: C([O:5][C:6](=[O:40])[C@@H:7]([NH:11][S:12]([C:15]1[CH:20]=[CH:19][C:18]([C:21]2[CH:26]=[CH:25][C:24]([NH:27][C:28]([C:30]3[O:31][C:32]4[CH:38]=[CH:37][C:36]([CH3:39])=[CH:35][C:33]=4[N:34]=3)=[O:29])=[CH:23][CH:22]=2)=[CH:17][CH:16]=1)(=[O:14])=[O:13])[CH:8]([CH3:10])[CH3:9])(C)(C)C.C(O)(C(F)(F)F)=O.C(Cl)Cl>>[CH3:9][CH:8]([CH3:10])[C@H:7]([NH:11][S:12]([C:15]1[CH:16]=[CH:17][C:18]([C:21]2[CH:22]=[CH:23][C:24]([NH:27][C:28]([C:30]3[O:31][C:32]4[CH:38]=[CH:37][C:36]([CH3:39])=[CH:35][C:33]=4[N:34]=3)=[O:29])=[CH:25][CH:26]=2)=[CH:19][CH:20]=1)(=[O:14])=[O:13])[C:6]([OH:40])=[O:5] |f:1.2|. Reported procedure: To (S)-3-methyl-2-{4′-[(5-methyl-benzooxazole-2-carbonyl)-amino]-biphenyl-4-sulfonylamino}-butyric acid tert-butyl ester (30 mg) was added 2 mL of TFA/CH2Cl2 (1:1). The solution was stirred at room temperature for 3 h. The solvents were removed under vacuum and the residue was triturated with ether. Filtration gave 14 mg of (S)-3-methyl-2-{4′-[(5-methyl-benzooxazole-2-carbonyl)-amino]-biphenyl-4-sulfonylamino}-butyric acid as a white solid. 1H NMR (400 MHz, DMSO-d6) δ ppm 0.76-0.93 (m, 6 H) 1.84...